Dataset: the Open Reaction Database (ORD), a public repository of structured organic reaction records. Task: describe an organic reaction: reactants, conditions, products, and yield Procedure details: A mixture of 3-formyl-4-chloro-6-methylcoumarin f (2.2 g, 10 mmol), hydrazine (10 mmol), and a catalytic amount of acetic acid was heated in absolute ethanol (20 mL) at refluxed for 2 h. The reaction mixture was cooled to rt which resulted in the precipitation of g. The product g was filtered, washed with ethanol and used directly in the next reaction without further purification: LC MS (Method B): 287 (M+1). RXN SMILES: [CH:1]([C:3]1[C:4](=[O:15])[O:5][C:6]2[C:11]([C:12]=1Cl)=[CH:10][C:9]([CH3:14])=[CH:8][CH:7]=2)=O.[NH2:16][NH2:17].[C:18]([OH:21])(=[O:20])[CH3:19].[CH2:22](O)[CH3:23]>>[CH2:22]([O:20][C:18](=[O:21])[CH2:19][N:16]1[C:12]2[C:11]3[CH:10]=[C:9]([CH3:14])[CH:8]=[CH:7][C:6]=3[O:5][C:4](=[O:15])[C:3]=2[CH:1]=[N:17]1)[CH3:23]. The reactants are C(=O)C=1C(OC2=CC=C(C=C2C1Cl)C)=O (3-formyl-4-chloro-6-methylcoumarin), NN (hydrazine), C(C)(=O)O (acetic acid), C(C)O (ethanol). Product: C(C)OC(CN1N=CC2=C1C=1C=C(C=CC1OC2=O)C)=O ((8-Methyl-4-oxo-4H-chromeno[4,3-C]pyrazol-1-yl)-acetic acid ethyl ester). As a reaction SMILES: [C:3](=[O:4])([c:5]1[cH:6][cH:7][cH:8][cH:9][cH:10]1)[NH:11][C:12](=[S:13])[NH:14][c:15]1[cH:16][c:17]([I:22])[cH:18][c:19]([I:21])[cH:20]1.[CH2:24]1[O:25][CH2:26][CH2:27][CH2:28]1.[Na+:2].[OH-:1].[OH2:23]>>[NH2:11][C:12](=[S:13])[NH:14][c:15]1[cH:16][c:17]([I:22])[cH:18][c:19]([I:21])[cH:20]1. Yields the product NC(=S)Nc1cc(I)cc(I)c1. The reactants are O=C(NC(=S)Nc1cc(I)cc(I)c1)c1ccccc1, C1CCOC1, [Na+], [OH-], O.